This data is from the Open Reaction Database (ORD), a public repository of structured organic reaction records. The task is: describe an organic reaction: reactants, conditions, products, and yield Reaction SMILES: [N:1]1[CH:6]=[CH:5][CH:4]=[C:3]([C:7]2[CH:8]=[C:9]3[C:15]([C:16]4[N:21]=[C:20]([N:22]5[CH2:27][CH2:26][CH2:25][C@H:24]([NH:28][C:29](=[O:35])[O:30][C:31]([CH3:34])([CH3:33])[CH3:32])[CH2:23]5)[C:19]([CH:36]=[CH2:37])=[CH:18][CH:17]=4)=[N:14][N:13]([CH2:38][O:39][CH2:40][CH2:41][Si:42]([CH3:45])([CH3:44])[CH3:43])[C:10]3=[CH:11][N:12]=2)[CH:2]=1.[H][H]>C(O)C.[OH-].[OH-].[Pd+2]>[CH2:36]([C:19]1[C:20]([N:22]2[CH2:27][CH2:26][CH2:25][C@H:24]([NH:28][C:29](=[O:35])[O:30][C:31]([CH3:34])([CH3:33])[CH3:32])[CH2:23]2)=[N:21][C:16]([C:15]2[C:9]3[C:10](=[CH:11][N:12]=[C:7]([C:3]4[CH:2]=[N:1][CH:6]=[CH:5][CH:4]=4)[CH:8]=3)[N:13]([CH2:38][O:39][CH2:40][CH2:41][Si:42]([CH3:45])([CH3:44])[CH3:43])[N:14]=2)=[CH:17][CH:18]=1)[CH3:37] |f:3.4.5|. Procedure details: (S)-tert-butyl 1-(6-(5-(pyridin-3-yl)-1-((2-(trimethylsilyl)ethoxy)methyl)-1H-pyrazolo[3,4-c]pyridin-3-yl)-3-vinylpyridin-2-yl)piperidin-3-ylcarbamate (59.18 mg, 0.09426 mmol) and palladium hydroxide on carbon 20% (0.2:0.8, Palladium hydroxide:carbon black, 6.619 mg) in Ethanol (30 mL) in a round bottom flask was vacuumed and connected to a Hydrogen balloon. The mixture was stirred at room temperature over the weekend. The reaction mixture was filtered through Celite. The filtrate was concentrat... Reagents/catalysts: [OH-].[OH-].[Pd+2] (palladium hydroxide on carbon). Yields the product C(C)C=1C(=NC(=CC1)C1=NN(C2=CN=C(C=C21)C=2C=NC=CC2)COCC[Si](C)(C)C)N2C[C@H](CCC2)NC(OC(C)(C)C)=O ((S)-tert-butyl 1-(3-ethyl-6-(5-(pyridin-3-yl)-1-((2-(trimethylsilyl)ethoxy)methyl)-1H-pyrazolo[3,4-c]pyridin-3-yl)pyridin-2-yl)piperidin-3-ylcarbamate). The reactants are N1=CC(=CC=C1)C=1C=C2C(=CN1)N(N=C2C2=CC=C(C(=N2)N2C[C@H](CCC2)NC(OC(C)(C)C)=O)C=C)COCC[Si](C)(C)C ((S)-tert-butyl 1-(6-(5-(pyridin-3-yl)-1-((2-(trimethylsilyl)ethoxy)methyl)-1H-pyrazolo[3,4-c]pyridin-3-yl)-3-vinylpyridin-2-yl)piperidin-3-ylcarbamate), [H][H] (Hydrogen). Run in C(C)O (Ethanol).